describe an organic reaction: reactants, conditions, products, and yield From a dataset of the Open Reaction Database (ORD), a public repository of structured organic reaction records. Starting materials: C[Si](C)(C)C=[N+]=[N-] ((Trimethylsilyl)diazomethane), C1=CC=CC=C1.CO (benzene MeOH), BrC1=C(C=C(C=C1)OC)CC(C)C1=CC=C(C(=O)O)C=C1 (4-[2-(2-Bromo-5-methoxyphenyl)-1-methylethyl]benzoic acid). The solvent is CC(=O)O (AcOH). Yields the product BrC1=C(C=C(C=C1)OC)CC(C)C1=CC=C(C(=O)OC)C=C1 (Methyl 4-[2-(2-bromo-5-methoxyphenyl)-1-methylethyl]benzoate). As a reaction SMILES: C[Si](C=[N+]=[N-])(C)C.[CH:8]1C=CC=CC=1.CO.[Br:16][C:17]1[CH:22]=[CH:21][C:20]([O:23][CH3:24])=[CH:19][C:18]=1[CH2:25][CH:26]([C:28]1[CH:36]=[CH:35][C:31]([C:32]([OH:34])=[O:33])=[CH:30][CH:29]=1)[CH3:27]>CC(O)=O>[Br:16][C:17]1[CH:22]=[CH:21][C:20]([O:23][CH3:24])=[CH:19][C:18]=1[CH2:25][CH:26]([C:28]1[CH:29]=[CH:30][C:31]([C:32]([O:34][CH3:8])=[O:33])=[CH:35][CH:36]=1)[CH3:27] |f:1.2|. Procedure: (Trimethylsilyl)diazomethane (2.0M hexanes, 4.8 mL) was added dropwise to a benzene/MeOH solution (7/3, 50 mL) containing the intermediate from Step A (2.8 g, 8.0 mmol). After 20 minutes AcOH was added dropwise to quench the excess reagent. The solution was concentrated and the residue purified by silica gel chromatography using a hexanes/ethyl acetate gradient to give the title compound. 1H NMR (500 MHz, CDCl3): δ 7.98 (d, J=8.2 Hz, 2H); 7.43 (d, J=8.2 Hz, 1H); 7.29 (d, J=8.2 Hz, 2H); 6.63 (dd,... Starting materials: B1C2CCCC1CCC2 (9-BBN), C(C=C)N1C=C(C2=CC=CC=C12)C=O (1-Allyl-1H-indole-3-carbaldehyde), solution, [OH-].[Na+] (NaOH). Run in C1CCOC1 (THF), C1CCOC1 (THF), C(C)OCC (diethyl ether). Product: OCCCN1C=C(C2=CC=CC=C12)C=O (1-(3-hydroxy-propyl)-1H-indole-3-carbaldehyde). Reaction SMILES: [CH2:1]([N:4]1[C:12]2[C:7](=[CH:8][CH:9]=[CH:10][CH:11]=2)[C:6]([CH:13]=[O:14])=[CH:5]1)[CH:2]=[CH2:3].B1C2CCCC1CCC2.[OH-:24].[Na+]>C1COCC1.C(OCC)C>[OH:24][CH2:3][CH2:2][CH2:1][N:4]1[C:12]2[C:7](=[CH:8][CH:9]=[CH:10][CH:11]=2)[C:6]([CH:13]=[O:14])=[CH:5]1 |f:2.3|. Reported procedure: In a 10 mL round-bottom flask, 1-Allyl-1H-indole-3-carbaldehyde (169 mg, 0.91 mmol) is dissolved in 0.5 mL of anhydrous THF. To this solution is added 0.5 M of 9-BBN in THF (2 mL, 1.0 mmol). The reaction is allowed to stir at room temperature for 1 hr, whereupon a 1M solution of NaOH (2.5 mL) is added. The organic layer is diluted with 10 mL of diethyl ether and the aqueous layer is removed. The organic layer is washed 3×10 mL with 1M NaOH, followed by 2×10 mL water and 2×10 mL saturated NaCl so... Reactants: N#N.C1=CN(C=N1)C(=O)N2C=CN=C2 (nitrogen N,N′-carbonyldiimidazole), N1CCCCC1 (piperidine), C(C)(C)(C)OC(=O)N1CCC(CC1)(C(=O)O)C1=CC=CC=C1 (1-(tert-butoxycarbonyl)-4-phenyl-4-piperidinecarboxylic acid). Run in C1CCOC1 (THF). Product: C(C)(C)(C)OC(=O)N1CCC(CC1)(C(=O)N1CCCCC1)C1=CC=CC=C1 (4-phenyl-4-(piperidine-1-carbonyl)-piperidine-1-carboxylic acid tert-butyl ester). Yield: 24.4%. As a reaction SMILES: N#N.C1N=CN(C(N2C=NC=C2)=O)C=1.[NH:15]1[CH2:20][CH2:19][CH2:18][CH2:17][CH2:16]1.[C:21]([O:25][C:26]([N:28]1[CH2:33][CH2:32][C:31]([C:37]2[CH:42]=[CH:41][CH:40]=[CH:39][CH:38]=2)([C:34](O)=[O:35])[CH2:30][CH2:29]1)=[O:27])([CH3:24])([CH3:23])[CH3:22]>C1COCC1>[C:21]([O:25][C:26]([N:28]1[CH2:33][CH2:32][C:31]([C:37]2[CH:38]=[CH:39][CH:40]=[CH:41][CH:42]=2)([C:34]([N:15]2[CH2:20][CH2:19][CH2:18][CH2:17][CH2:16]2)=[O:35])[CH2:30][CH2:29]1)=[O:27])([CH3:23])([CH3:24])[CH3:22] |f:0.1|. Reported procedure: Under a stream of nitrogen N,N′-carbonyldiimidazole (3.62 g, 22.3 mmol) followed by piperidine (3.74 g, 43.9 mmol) is added to a solution of 1-(tert-butoxycarbonyl)-4-phenyl-4-piperidinecarboxylic acid (3.40 g, 11.1 mmol) in dry THF (50 mL). The mixture is heated to reflux 18 h, then cooled to ambient temperature and concentrated by means of evaporation. The remanence is redissolved in ethyl acetate (150 mL) and successively washed with NaHCO3 (50 mL, aq, sat.), dilute HCl (50 mL) at pH 3, brine... Reactants: C[Si](C)(C)Br, COCCOc1cccc2ccc(CO)cc12, ClC(Cl)Cl. Yields the product COCCOc1cccc2ccc(CBr)cc12. As a reaction SMILES: [Br:1][Si:2]([CH3:3])([CH3:4])[CH3:5].[CH3:6][O:7][CH2:8][CH2:9][O:10][c:11]1[cH:12][cH:13][cH:14][c:15]2[cH:16][cH:17][c:18]([CH2:21][OH:22])[cH:19][c:20]12.[CH:23]([Cl:24])([Cl:25])[Cl:26]>>[Br:1][CH2:21][c:18]1[cH:17][cH:16][c:15]2[cH:14][cH:13][cH:12][c:11]([O:10][CH2:9][CH2:8][O:7][CH3:6])[c:20]2[cH:19]1. Starting materials: C(C)(=O)[O-].COC1=CC=C(CC2[NH2+]CCC3CCCC=C23)C=C1 (racemic (R,S)-1-(4-methoxybenzyl)-octahydroisoquinolinium acetate). Solvent: C(C)(C)O (isopropanol). Product: C(C)(=O)[O-].COC1=CC=C(C[C@H]2[NH2+]CC[C@@H]3CCCC=C23)C=C1 ((R,S)-1-(4-methoxybenzyl)-octahydroisoquinolinium acetate). Reaction SMILES: [C:1]([O-:4])(=[O:3])[CH3:2].[CH3:5][O:6][C:7]1[CH:23]=[CH:22][C:10]([CH2:11][CH:12]2[C:21]3[CH:16]([CH2:17][CH2:18][CH2:19][CH:20]=3)[CH2:15][CH2:14][NH2+:13]2)=[CH:9][CH:8]=1>C(O)(C)C>[C:1]([O-:4])(=[O:3])[CH3:2].[CH3:5][O:6][C:7]1[CH:8]=[CH:9][C:10]([CH2:11][C@@H:12]2[C:21]3[C@@H:16]([CH2:17][CH2:18][CH2:19][CH:20]=3)[CH2:15][CH2:14][NH2+:13]2)=[CH:22][CH:23]=1 |f:0.1,3.4|. Procedure details: Sufficient racemic (R,S)-1-(4-methoxybenzyl)-octahydroisoquinolinium acetate is dissolved in isopropanol to form a 52.6% by weight (R,S)-1-(4-methoxybenzyl)-octahydroisoquinolinium acetate solution. The solution is seeded at 20° C. with about 1%, relative to the weight of the solution, of (S)-acetate and is stirred at 0° C. for 2 to 3 hours. The crystallized (S)-acetate is filtered off with suction and washed with tert.-butyl methyl ether. The reactants are CC(C)C(=O)Nc1cccc(C2CCN(CCC(O)c3ccc(Br)cc3)CC2)c1, Cc1ccc(O)c(Cl)c1. The product is Cc1ccc(OC(CCN2CCC(c3cccc(NC(=O)C(C)C)c3)CC2)c2ccc(Br)cc2)c(Cl)c1. Reaction SMILES: [Br:1][c:2]1[cH:3][cH:4][c:5]([CH:8]([CH2:9][CH2:10][N:11]2[CH2:12][CH2:13][CH:14]([c:17]3[cH:18][c:19]([NH:23][C:24]([CH:25]([CH3:26])[CH3:27])=[O:28])[cH:20][cH:21][cH:22]3)[CH2:15][CH2:16]2)[OH:29])[cH:6][cH:7]1.[Cl:30][c:31]1[c:32]([OH:38])[cH:33][cH:34][c:35]([CH3:37])[cH:36]1>>[Br:1][c:2]1[cH:3][cH:4][c:5]([CH:8]([CH2:9][CH2:10][N:11]2[CH2:12][CH2:13][CH:14]([c:17]3[cH:18][c:19]([NH:23][C:24]([CH:25]([CH3:26])[CH3:27])=[O:28])[cH:20][cH:21][cH:22]3)[CH2:15][CH2:16]2)[O:29][c:32]2[c:31]([Cl:30])[cH:36][c:35]([CH3:37])[cH:34][cH:33]2)[cH:6][cH:7]1. Starting materials: CC1=C(C(=O)OCc2ccccc2)C(c2ccccc2C(F)(F)F)c2c(ccnc2OC(C)C)N1, CCO. The product is CC1=C(C(=O)O)C(c2ccccc2C(F)(F)F)c2c(ccnc2OC(C)C)N1. As a reaction SMILES: [CH2:1]([c:2]1[cH:3][cH:4][cH:5][cH:6][cH:7]1)[O:8][C:9](=[O:10])[C:11]1=[C:12]([CH3:35])[NH:13][c:14]2[cH:15][cH:16][n:17][c:18]([O:31][CH:32]([CH3:33])[CH3:34])[c:19]2[CH:20]1[c:21]1[c:22]([C:27]([F:28])([F:29])[F:30])[cH:23][cH:24][cH:25][cH:26]1.[CH3:36][CH2:37][OH:38]>>[O:8]=[C:9]([OH:10])[C:11]1=[C:12]([CH3:35])[NH:13][c:14]2[cH:15][cH:16][n:17][c:18]([O:31][CH:32]([CH3:33])[CH3:34])[c:19]2[CH:20]1[c:21]1[c:22]([C:27]([F:28])([F:29])[F:30])[cH:23][cH:24][cH:25][cH:26]1. Reaction SMILES: [CH2:1]([C@@H:3]1[C@H:6]([C:7]#[C:8][Si](C)(C)C)[NH:5][C:4]1=[O:13])[CH3:2].S(=O)(=O)(O)[OH:15].C(=O)(O)[O-].[Na+]>>[C:7]([C@@H:6]1[NH:5][C:4](=[O:13])[C@@H:3]1[CH2:1][CH3:2])(=[O:15])[CH3:8] |f:2.3|. The product is C(C)(=O)[C@H]1[C@H](C(N1)=O)CC ((3R,4R)-4-acetyl-3-ethyl-2-azetidinone). Procedure: In a similar manner to that of Example 37, (3R,4R)-3-ethyl-4-trimethylsilylethynyl-2-azetidinone (0.18 g) is reacted with mercuric sulfate (0.05 g) and concentrated sulfuric acid (trace). To the reaction mixture is added sodium bicarbonate (0.1 g) and then evaporated under reduced pressure. The residue is extracted with a mixture of ethyl acetate (30 ml) and THF (30 ml), and then evaporated under reduced pressure. The residue is subjected to a column chromatography on silica gel (eluent: 50% eth... Reactants: C(C)[C@H]1C(N[C@H]1C#C[Si](C)(C)C)=O ((3R,4R)-3-ethyl-4-trimethylsilylethynyl-2-azetidinone), mercuric sulfate, S(O)(O)(=O)=O (sulfuric acid), C([O-])(O)=O.[Na+] (sodium bicarbonate).